Task: describe an organic reaction: reactants, conditions, products, and yield. Dataset: the Open Reaction Database (ORD), a public repository of structured organic reaction records Product: CC=1C(=NC=CC1OCC(F)(F)F)CS(=O)C1=NC2=C(N1)C=C(C(=C2)N2CCN(CC2)C)F (2-[[3-Methyl-4-(2,2,2-trifluoroethoxy)pyridin-2-yl]methylsulfinyl]-6-fluoro-5-(4-methylpiperazin-1-yl)-1H-benzimidazole). Isolated yield 51.5%. RXN SMILES: [CH3:1][C:2]1[C:3]([CH2:14][S:15][C:16]2[NH:20][C:19]3[CH:21]=[C:22]([F:32])[C:23]([N:25]4[CH2:30][CH2:29][N:28]([CH3:31])[CH2:27][CH2:26]4)=[CH:24][C:18]=3[N:17]=2)=[N:4][CH:5]=[CH:6][C:7]=1[O:8][CH2:9][C:10]([F:13])([F:12])[F:11].ClC1C=CC=C(C(OO)=[O:41])C=1.[K+].[Br-]>C(Cl)(Cl)Cl>[CH3:1][C:2]1[C:3]([CH2:14][S:15]([C:16]2[NH:20][C:19]3[CH:21]=[C:22]([F:32])[C:23]([N:25]4[CH2:30][CH2:29][N:28]([CH3:31])[CH2:27][CH2:26]4)=[CH:24][C:18]=3[N:17]=2)=[O:41])=[N:4][CH:5]=[CH:6][C:7]=1[O:8][CH2:9][C:10]([F:11])([F:12])[F:13] |f:2.3|. Starting materials: CC=1C(=NC=CC1OCC(F)(F)F)CSC1=NC2=C(N1)C=C(C(=C2)N2CCN(CC2)C)F (2-[[3-Methyl-4-(2,2,2-trifluoroethoxy)pyridin-2-yl]methylthio]-6-fluoro-5-(4-methylpiperazin-1-yl)-1H-benzimidazole), ClC1=CC(=CC=C1)C(=O)OO (m-chloroperbenzoic acid), [K+].[Br-] (KBr). The solvent is C(Cl)(Cl)Cl (chloroform). Procedure details: The title compound (0.15 g, 51%) was prepared by the above general procedure using 2-[[3-methyl-4-(2,2,2-trifluoroethoxy)pyridin-2-yl]methylthio]-6-fluoro-5-(4-methylpiperazin-1-yl)-1H-benzimidazole (0.28 g, 0.6 mmol) (obtained in example 20), m-chloroperbenzoic acid (50%, 0.25 g, 0.72 mmol) and chloroform (20 mL). mp 73-74° C.; IR (KBr) 3470, 1080 cm- 1; 1H NMR (CD3OD) δ 2.20 (s, 3H, CH3), 2.50 (s, 3H, CH3), 2.88 (t,J=4.6 Hz, 4H, N(CH2)2), 3.18 (t,J=4.8 Hz, 4H, N(CH2)2), 4.68 (q,J=8.2 Hz, 2H, O... The reactants are C1CCOC1, CC1CCNCC1, Cc1cc2c(CCl)c(CO)c(Cl)nc2cc1Cl, CC(Cl)Cl, O. The product is Cc1cc2c(CN3CCC(C)CC3)c(CO)c(Cl)nc2cc1Cl. Reaction SMILES: [CH2:30]1[O:31][CH2:32][CH2:33][CH2:34]1.[CH3:18][CH:19]1[CH2:20][CH2:21][NH:22][CH2:23][CH2:24]1.[Cl:1][c:2]1[n:3][c:4]2[cH:5][c:6]([Cl:17])[c:7]([CH3:16])[cH:8][c:9]2[c:10]([CH2:14][Cl:15])[c:11]1[CH2:12][OH:13].[Cl:26][CH:27]([Cl:28])[CH3:29].[OH2:25]>>[Cl:1][c:2]1[n:3][c:4]2[cH:5][c:6]([Cl:17])[c:7]([CH3:16])[cH:8][c:9]2[c:10]([CH2:14][N:22]2[CH2:21][CH2:20][CH:19]([CH3:18])[CH2:24][CH2:23]2)[c:11]1[CH2:12][OH:13]. The reactants are C1(=C(C(=C(C(=C1F)F)F)N)F)N.Cl.Cl (dihydrochloride), [OH-].[Na+] (sodium hydroxide), C(C)(=O)N1CCC2=NC=3C(=CC=CC3C(=C2CC1)C)N (3-acetyl-7-amino-1,2,4,5-tetrahydro-11-methyl-3H-azepino[4,5-b]quinoline), C1(=C(C(=C(C(=C1F)F)F)N)F)N.Cl.Cl (dihydrochloride). Yields the product NC1=CC=CC=2C(=C3C(=NC12)CCNCC3)C (7-Amino-1,2,4,5-tetrahydro-11-methyl-3H-azepino[4,5-b]quinoline), C1(=C(C(=C(C(=C1F)F)F)N)F)N.Cl.Cl (dihydrochloride). As a reaction SMILES: [OH-].[Na+].C([N:6]1[CH2:20][CH2:19][C:18]2[C:9](=[N:10][C:11]3[C:12]([NH2:22])=[CH:13][CH:14]=[CH:15][C:16]=3[C:17]=2[CH3:21])[CH2:8][CH2:7]1)(=O)C.[C:23]1([NH2:34])[C:28]([F:29])=[C:27]([F:30])[C:26]([F:31])=[C:25]([NH2:32])[C:24]=1[F:33].[ClH:35].Cl>>[NH2:22][C:12]1[C:11]2[N:10]=[C:9]3[CH2:8][CH2:7][NH:6][CH2:20][CH2:19][C:18]3=[C:17]([CH3:21])[C:16]=2[CH:15]=[CH:14][CH:13]=1.[C:23]1([NH2:34])[C:28]([F:29])=[C:27]([F:30])[C:26]([F:31])=[C:25]([NH2:32])[C:24]=1[F:33].[ClH:35].[ClH:35] |f:0.1,3.4.5,7.8.9|. Procedure details: 7-Amino-1,2,4,5-tetrahydro-11-methyl-3H-azepino[4,5-b]quinoline and its dihydrochloride were prepared by hydrolysis with 2 N sodium hydroxide of 3-acetyl-7-amino-1,2,4,5-tetrahydro-11-methyl-3H-azepino[4,5-b]quinoline, and subsequent conversion of the base into its dihydrochloride. Yield of the dihydrochloride: 83%; of theory; m.p. 285° C. (decomp.). Starting materials: ClC1=CC(=CC=C1)C(=O)OO (3-chloroperbenzoic acid), C(CCC)OCCOC1=CC=C(C=C1)C=1C=CC2=C(C=C(CCN2CC(C)C)C(=O)NC2=CC=C(C=C2)SCC2=NN=CN2CC(C)C)C1 (7-[4-(2-butoxyethoxy)phenyl]-1-isobutyl-N-[4-[(4-isobutyl-4H-1,2,4-triazol-3-yl)methylthio]phenyl]-2,3-dihydro-1H-1-benzazepine-4-carboxamide), S(=S)(=O)([O-])[O-].[Na+].[Na+] (sodium thiosulfate). The solvent is ClCCl (dichloromethane), ClCCl (dichloromethane). Conditions: temperature -78 celsius, time 1 hour. The product is C(CCC)OCCOC1=CC=C(C=C1)C=1C=CC2=C(C=C(CCN2CC(C)C)C(=O)NC2=CC=C(C=C2)S(=O)CC2=NN=CN2CC(C)C)C1 (7-[4-(2-butoxyethoxy)phenyl]-1-isobutyl-N-[4-[(4-isobutyl-4H-1,2,4-triazol-3-yl)methylsulfinyl]phenyl]-2,3-dihydro-1H-1-benzazepine-4-carboxamide). The yield is 65.1%. RXN SMILES: [CH2:1]([O:5][CH2:6][CH2:7][O:8][C:9]1[CH:14]=[CH:13][C:12]([C:15]2[CH:16]=[CH:17][C:18]3[N:24]([CH2:25][CH:26]([CH3:28])[CH3:27])[CH2:23][CH2:22][C:21]([C:29]([NH:31][C:32]4[CH:37]=[CH:36][C:35]([S:38][CH2:39][C:40]5[N:44]([CH2:45][CH:46]([CH3:48])[CH3:47])[CH:43]=[N:42][N:41]=5)=[CH:34][CH:33]=4)=[O:30])=[CH:20][C:19]=3[CH:49]=2)=[CH:11][CH:10]=1)[CH2:2][CH2:3][CH3:4].ClC1C=CC=C(C(OO)=[O:58])C=1.S([O-])([O-])(=O)=S.[Na+].[Na+]>ClCCl>[CH2:1]([O:5][CH2:6][CH2:7][O:8][C:9]1[CH:10]=[CH:11][C:12]([C:15]2[CH:16]=[CH:17][C:18]3[N:24]([CH2:25][CH:26]([CH3:27])[CH3:28])[CH2:23][CH2:22][C:21]([C:29]([NH:31][C:32]4[CH:33]=[CH:34][C:35]([S:38]([CH2:39][C:40]5[N:44]([CH2:45][CH:46]([CH3:48])[CH3:47])[CH:43]=[N:42][N:41]=5)=[O:58])=[CH:36][CH:37]=4)=[O:30])=[CH:20][C:19]=3[CH:49]=2)=[CH:13][CH:14]=1)[CH2:2][CH2:3][CH3:4] |f:2.3.4|. Procedure details: 7-[4-(2-butoxyethoxy)phenyl]-1-isobutyl-N-[4-[(4-isobutyl-4H-1,2,4-triazol-3-yl)methylthio]phenyl]-2,3-dihydro-1H-1-benzazepine-4-carboxamide (0.45 g) was dissolved in dichloromethane (20 ml). The solution was cooled to −78° C., and a solution of 3-chloroperbenzoic acid (0.45 g) in dichloromethane (5 ml) was added dropwise to the solution. The mixture was stirred for 1 hour at −78° C., sodium thiosulfate solution was added to the mixture, and the mixture was concentrated and extracted with ethyl... Starting materials: FC=1C(=C(N)C=CC1)[N+](=O)[O-] (3-fluoro-2-nitroaniline), BrN1C(CCC1=O)=O (N-bromosuccinimide). The solvent is CN(C)C=O (DMF), CN(C)C=O (DMF), CCOC(=O)C (EtOAc). Conditions: temperature 0 celsius, time 30 minute. The product is BrC1=C(C(=C(N)C=C1)[N+](=O)[O-])F (4-bromo-3-fluoro-2-nitroaniline). Yield: 98.4%. Reaction SMILES: [F:1][C:2]1[C:3]([N+:9]([O-:11])=[O:10])=[C:4]([CH:6]=[CH:7][CH:8]=1)[NH2:5].[Br:12]N1C(=O)CCC1=O>CN(C=O)C.CCOC(C)=O>[Br:12][C:8]1[CH:7]=[CH:6][C:4]([NH2:5])=[C:3]([N+:9]([O-:11])=[O:10])[C:2]=1[F:1]. Procedure: To a solution of 3-fluoro-2-nitroaniline (2.1 g, 13.4 mmol) in DMF (30 mL) at 0° C. was added a solution of N-bromosuccinimide (2.4 g, 13.4 mmol) in DMF (20 mL). The resulting solution was stirred at 0° C. for 30 minutes and then warmed to room temperature over 1 hour. The solution was diluted with EtOAc, washed with H2O and brine, dried over MgSO4, filtered and concentrated to give the title compound (3.1 g, 97%). Reactants: [Na+], CC1C(=O)Nc2c(Oc3ccccc3Cl)cccc21, C1COCCO1, [OH-], O. Yields the product CC(C(=O)O)c1cccc(Oc2ccccc2Cl)c1N. As a reaction SMILES: [Na+:21].[O:1]=[C:2]1[NH:3][c:4]2[c:5]([O:12][c:13]3[c:14]([Cl:19])[cH:15][cH:16][cH:17][cH:18]3)[cH:6][cH:7][cH:8][c:9]2[CH:10]1[CH3:11].[O:22]1[CH2:23][CH2:24][O:25][CH2:26][CH2:27]1.[OH-:20].[OH2:28]>>[O:1]=[C:2]([CH:10]([c:9]1[c:4]([NH2:3])[c:5]([O:12][c:13]2[c:14]([Cl:19])[cH:15][cH:16][cH:17][cH:18]2)[cH:6][cH:7][cH:8]1)[CH3:11])[OH:22]. Reactants: NC1=NC=2C=C(C=CC2C2=C1N=C(N2CC2CCN(CC2)C(=O)OC(C)(C)C)COCC)Br (tert-Butyl 4-[(4-amino-7-bromo-2-ethoxymethyl-1H-imidazo[4,5-c]quinolin-1-yl)methyl]piperidine-1-carboxylate), B1(OCCCO1)C2=CN=CC=C2 (pyrdine-3-boronic acid 1,3-propanediol cyclic ester). Yields the product NC1=NC=2C=C(C=CC2C2=C1N=C(N2CC2CCN(CC2)C(=O)OC(C)(C)C)COCC)C=2C=NC=CC2 (tert-butyl 4-{[4-amino-2-ethoxymethyl-7-(pyridin-3-yl)-1H-imidazo[4,5-c]quinolin-1-yl]methyl}piperidine-1-carboxylate). Isolated yield 85.4%. Reaction SMILES: [NH2:1][C:2]1[C:11]2[N:12]=[C:13]([CH2:29][O:30][CH2:31][CH3:32])[N:14]([CH2:15][CH:16]3[CH2:21][CH2:20][N:19]([C:22]([O:24][C:25]([CH3:28])([CH3:27])[CH3:26])=[O:23])[CH2:18][CH2:17]3)[C:10]=2[C:9]2[CH:8]=[CH:7][C:6](Br)=[CH:5][C:4]=2[N:3]=1.B1([C:40]2[CH:45]=[CH:44][CH:43]=[N:42][CH:41]=2)OCCCO1>>[NH2:1][C:2]1[C:11]2[N:12]=[C:13]([CH2:29][O:30][CH2:31][CH3:32])[N:14]([CH2:15][CH:16]3[CH2:21][CH2:20][N:19]([C:22]([O:24][C:25]([CH3:28])([CH3:27])[CH3:26])=[O:23])[CH2:18][CH2:17]3)[C:10]=2[C:9]2[CH:8]=[CH:7][C:6]([C:40]3[CH:41]=[N:42][CH:43]=[CH:44][CH:45]=3)=[CH:5][C:4]=2[N:3]=1. Procedure details: tert-Butyl 4-[(4-amino-7-bromo-2-ethoxymethyl-1H-imidazo[4,5-c]quinolin-1-yl)methyl]piperidine-1-carboxylate (12.79 g, 24.67 mmol) and pyrdine-3-boronic acid 1,3-propanediol cyclic ester (4.42 g, 27.14 mmol) were coupled according to the method described in Examples 118–121. The work-up procedure described in Part F of Examples 125–135 was followed. The crude product was recrystallized twice from ethyl acetate to provide 10.89 g of tert-butyl 4-{[4-amino-2-ethoxymethyl-7-(pyridin-3-yl)-1H-imidaz... The reactants are ClS(=O)(=O)C=1C=C(C=CC1)C1=NC2=CC=C(C=C2CC1(C)C)C(=O)OC (methyl 2-(3-(chlorosulfonyl)phenyl)-3,3-dimethyl-3,4-dihydroquinoline-6-carboxylate), CC(C)N (propan-2-amine), C(C)(C)N(C(C)C)CC (N,N-diisopropylethylamine), resultant mixture. Run in ClCCl (dichloromethane). The product is C(C)(C)NS(=O)(=O)C=1C=C(C=CC1)C1=NC2=CC=C(C=C2CC1(C)C)C(=O)OC (methyl 2-(3-(N-isopropylsulfamoyl)phenyl)-3,3-dimethyl-3,4-dihydroquinoline-6-carboxylate). Yield: 59.1%. As a reaction SMILES: Cl[S:2]([C:5]1[CH:6]=[C:7]([C:11]2[C:20]([CH3:22])([CH3:21])[CH2:19][C:18]3[C:13](=[CH:14][CH:15]=[C:16]([C:23]([O:25][CH3:26])=[O:24])[CH:17]=3)[N:12]=2)[CH:8]=[CH:9][CH:10]=1)(=[O:4])=[O:3].[CH3:27][CH:28]([NH2:30])[CH3:29].C(N(CC)C(C)C)(C)C>ClCCl>[CH:28]([NH:30][S:2]([C:5]1[CH:6]=[C:7]([C:11]2[C:20]([CH3:22])([CH3:21])[CH2:19][C:18]3[C:13](=[CH:14][CH:15]=[C:16]([C:23]([O:25][CH3:26])=[O:24])[CH:17]=3)[N:12]=2)[CH:8]=[CH:9][CH:10]=1)(=[O:4])=[O:3])([CH3:29])[CH3:27]. Procedure details: To a stirred solution of methyl 2-(3-(chlorosulfonyl)phenyl)-3,3-dimethyl-3,4-dihydroquinoline-6-carboxylate (393 mg, 1.0 mmol) in dichloromethane (4 mL) was added propan-2-amine (60 mg, 1.0 mmol) and N,N-diisopropylethylamine (258 mg, 2.0 mmol). The resultant mixture was stirred overnight. The mixture was purified on preparative Thin layer chromatography to afford 245 mg of methyl 2-(3-(N-isopropylsulfamoyl)phenyl)-3,3-dimethyl-3,4-dihydroquinoline-6-carboxylate, which was used directly. Reactants: ice water, OCCCCCC(=O)OCC (ethyl 6-hydroxy-hexanoate), CN(C1=CC=CC=C1)C (N,N-dimethylaniline), ClC(=O)OCC (ethyl chloroformate). Solvent: C1(=CC=CC=C1)C (toluene). The product is C(C)OC(=O)OCCCCCC(=O)OCC (ethyl 6-ethoxycarbonyloxy-hexanoate). Yield: 48.3%. As a reaction SMILES: [OH:1][CH2:2][CH2:3][CH2:4][CH2:5][CH2:6][C:7]([O:9][CH2:10][CH3:11])=[O:8].CN(C)C1C=CC=CC=1.Cl[C:22]([O:24][CH2:25][CH3:26])=[O:23]>C1(C)C=CC=CC=1>[CH2:25]([O:24][C:22]([O:1][CH2:2][CH2:3][CH2:4][CH2:5][CH2:6][C:7]([O:9][CH2:10][CH3:11])=[O:8])=[O:23])[CH3:26]. Reported procedure: 160 g of ethyl 6-hydroxy-hexanoate, 145.4 g of N,N-dimethylaniline and 200 ml of anhydrous toluene are placed in a round flask which is provided with a dropping funnel, a thermometer and a stirrer. 119.4 g of ethyl chloroformate are added dropwise at 25° C. within a half hour while stirring. The reaction mixture is held under reflux for 3 hours. After cooling the reaction mixture is poured on to ice-water, the organic phase is washed twice with water, with 100 ml of a 5% hydrochloric acid soluti... Reactants: O=C1C=CC(=O)C=C1, C1CCOC1, C[Si](C)(C)[N-][Si](C)(C)C, [K+], C#Cc1ccccc1. Product: O=C1C=CC(O)(C#Cc2ccccc2)C=C1. Reaction SMILES: [C:19]1(=[O:26])[CH:20]=[CH:21][C:22](=[O:25])[CH:23]=[CH:24]1.[CH2:27]1[O:28][CH2:29][CH2:30][CH2:31]1.[CH3:1][Si:2]([N-:3][Si:4]([CH3:5])([CH3:6])[CH3:7])([CH3:8])[CH3:9].[K+:10].[c:11]1([C:17]#[CH:18])[cH:12][cH:13][cH:14][cH:15][cH:16]1>>[c:11]1([C:17]#[C:18][C:22]2([OH:25])[CH:21]=[CH:20][C:19](=[O:26])[CH:24]=[CH:23]2)[cH:12][cH:13][cH:14][cH:15][cH:16]1.